This data is from the Open Reaction Database (ORD), a public repository of structured organic reaction records. The task is: describe an organic reaction: reactants, conditions, products, and yield Reactants: O=S(=O)(Oc1cc(-c2ccnc3nc(C(F)(F)F)ccc23)ccc1F)C(F)(F)F, OB(O)c1cncnc1. Product: Fc1ccc(-c2ccnc3nc(C(F)(F)F)ccc23)cc1-c1cncnc1. As a reaction SMILES: [F:1][c:2]1[c:3]([O:22][S:23]([C:24]([F:25])([F:26])[F:27])(=[O:28])=[O:29])[cH:4][c:5](-[c:8]2[cH:9][cH:10][n:11][c:12]3[n:13][c:14]([C:18]([F:19])([F:20])[F:21])[cH:15][cH:16][c:17]23)[cH:6][cH:7]1.[n:30]1[cH:31][n:32][cH:33][c:34]([B:36]([OH:37])[OH:38])[cH:35]1>>[F:1][c:2]1[c:3](-[c:34]2[cH:33][n:32][cH:31][n:30][cH:35]2)[cH:4][c:5](-[c:8]2[cH:9][cH:10][n:11][c:12]3[n:13][c:14]([C:18]([F:19])([F:20])[F:21])[cH:15][cH:16][c:17]23)[cH:6][cH:7]1. Reactants: Fc1ccccc1C1CCC(=S)Nc2ccc(Cl)cc21, NN, C1CCOC1, O. The product is NNC1CCC(c2ccccc2F)c2cc(Cl)ccc2N1. Reaction SMILES: [Cl:4][c:5]1[cH:6][cH:7][c:8]2[c:9]([cH:23]1)[CH:10]([c:16]1[c:17]([F:22])[cH:18][cH:19][cH:20][cH:21]1)[CH2:11][CH2:12][C:13](=[S:15])[NH:14]2.[NH2:2][NH2:3].[O:24]1[CH2:25][CH2:26][CH2:27][CH2:28]1.[OH2:1]>>[NH:2]([NH2:3])[CH:13]1[CH2:12][CH2:11][CH:10]([c:16]2[c:17]([F:22])[cH:18][cH:19][cH:20][cH:21]2)[c:9]2[c:8]([cH:7][cH:6][c:5]([Cl:4])[cH:23]2)[NH:14]1.